This data is from the Open Reaction Database (ORD), a public repository of structured organic reaction records. The task is: describe an organic reaction: reactants, conditions, products, and yield Starting materials: [Br-].[Br-].[Br-].C1(=CC=CC=C1)[N+](C)(C)C.C1(=CC=CC=C1)[N+](C)(C)C.C1(=CC=CC=C1)[N+](C)(C)C (Phenyltrimethylammonium tribromide), ClC=1C=C(C=CC1Cl)C1(CCC1)C(CC1=CC=CC=C1)=O (1-[1-(3,4-dichlorophenyl)cyclobutyl]-2-phenylethanone). Solvent: O1CCCC1 (tetrahydrofuran). Conditions: time 4 hour. Yields the product BrC(C(=O)C1(CCC1)C1=CC(=C(C=C1)Cl)Cl)C1=CC=CC=C1 (2-bromo-1-[1-(3,4-dichlorophenyl)cyclobutyl]-2-phenylethanone). Yield: 153.9%. RXN SMILES: [Br-:1].[Br-].[Br-].C1([N+](C)(C)C)C=CC=CC=1.C1([N+](C)(C)C)C=CC=CC=1.C1([N+](C)(C)C)C=CC=CC=1.[Cl:34][C:35]1[CH:36]=[C:37]([C:42]2([C:46](=[O:54])[CH2:47][C:48]3[CH:53]=[CH:52][CH:51]=[CH:50][CH:49]=3)[CH2:45][CH2:44][CH2:43]2)[CH:38]=[CH:39][C:40]=1[Cl:41]>O1CCCC1>[Br:1][CH:47]([C:48]1[CH:49]=[CH:50][CH:51]=[CH:52][CH:53]=1)[C:46]([C:42]1([C:37]2[CH:38]=[CH:39][C:40]([Cl:41])=[C:35]([Cl:34])[CH:36]=2)[CH2:45][CH2:44][CH2:43]1)=[O:54] |f:0.1.2.3.4.5|. Procedure: Phenyltrimethylammonium tribromide (4.02 g) was added in portions at −10° C. to a stirred solution of 1-[1-(3,4-dichlorophenyl)cyclobutyl]-2-phenylethanone (3.41 g) in tetrahydrofuran (100 ml). The mixture was stirred at ambient temperature for 4 hours, then it was filtered, and the solvent removed in vacuo. The residue was purified via flash chromatography over silica using a 3:97 mixture of ethyl acetate and petroleum ether (b.p. 60-80° C.) as eluant. Appropriate fractions were combined, and t... The reactants are BrB(Br)Br, COc1ccccc1N1CCC2(CC1)CCN(c1ccc(OC(F)(F)F)cc1)C2=O, ClCCl. Product: O=C1N(c2ccc(OC(F)(F)F)cc2)CCC12CCN(c1ccccc1O)CC2. Reaction SMILES: [B:31]([Br:32])([Br:33])[Br:34].[CH3:1][O:2][c:3]1[c:4]([N:9]2[CH2:10][CH2:11][C:12]3([CH2:13][CH2:14][N:15]([c:18]4[cH:19][cH:20][c:21]([O:24][C:25]([F:26])([F:27])[F:28])[cH:22][cH:23]4)[C:16]3=[O:17])[CH2:29][CH2:30]2)[cH:5][cH:6][cH:7][cH:8]1.[Cl:35][CH2:36][Cl:37]>>[OH:2][c:3]1[c:4]([N:9]2[CH2:10][CH2:11][C:12]3([CH2:13][CH2:14][N:15]([c:18]4[cH:19][cH:20][c:21]([O:24][C:25]([F:26])([F:27])[F:28])[cH:22][cH:23]4)[C:16]3=[O:17])[CH2:29][CH2:30]2)[cH:5][cH:6][cH:7][cH:8]1.